From a dataset of the Open Reaction Database (ORD), a public repository of structured organic reaction records. describe an organic reaction: reactants, conditions, products, and yield The reactants are ClCC1COC2=C(O1)C=CC=C2 (2-chloromethyl 2,3-dihydro [4H] 1,4-benzodioxin), [N+](=O)(O)[O-] (nitric acid). Solvent: C(C)(=O)O (acetic acid), O (water), C(C)(=O)O (acetic acid). Run at time 2 hour. The product is ClCC1COC2=C(O1)C=C(C=C2)[N+](=O)[O-] (2-chloromethyl 7-nitro 2,3-dihydro [4H] 1,4-benzodioxin). Reaction SMILES: [Cl:1][CH2:2][CH:3]1[O:8][C:7]2[CH:9]=[CH:10][CH:11]=[CH:12][C:6]=2[O:5][CH2:4]1.[N+:13]([O-])([OH:15])=[O:14]>C(O)(=O)C.O>[Cl:1][CH2:2][CH:3]1[O:8][C:7]2[CH:9]=[C:10]([N+:13]([O-:15])=[O:14])[CH:11]=[CH:12][C:6]=2[O:5][CH2:4]1. Procedure details: 92 g of 2-chloromethyl 2,3-dihydro [4H] 1,4-benzodioxin are dissolved in 675 ml acetic acid. In this solution it is added a mixture of 500 ml acetic acid and 250 ml nitric acid while keeping the temperature below 20°. The mixture is kept at room temperature for 2 hours then heated at 90° for 1 hour. It is thereafter poured in water and extracted with methylene chloride. 102 g of the nitroderivative are obtained. It is in the form of yellow crystalls which melt at 60°-62°.